This data is from the Open Reaction Database (ORD), a public repository of structured organic reaction records. The task is: describe an organic reaction: reactants, conditions, products, and yield Starting materials: CC(C)=CC(O)c1cc(OCc2ccccc2)ccc1[N+](=O)[O-], ClCCl. The product is CC(C)=CC(=O)c1cc(OCc2ccccc2)ccc1[N+](=O)[O-]. RXN SMILES: [CH2:1]([c:2]1[cH:3][cH:4][cH:5][cH:6][cH:7]1)[O:8][c:9]1[cH:10][cH:11][c:12]([N+:21](=[O:22])[O-:23])[c:13]([CH:15]([CH:16]=[C:17]([CH3:18])[CH3:19])[OH:20])[cH:14]1.[Cl:24][CH2:25][Cl:26]>>[CH2:1]([c:2]1[cH:3][cH:4][cH:5][cH:6][cH:7]1)[O:8][c:9]1[cH:10][cH:11][c:12]([N+:21](=[O:22])[O-:23])[c:13]([C:15]([CH:16]=[C:17]([CH3:18])[CH3:19])=[O:20])[cH:14]1.